This data is from the Open Reaction Database (ORD), a public repository of structured organic reaction records. The task is: describe an organic reaction: reactants, conditions, products, and yield The reactants are [OH-].[Na+] (sodium hydroxide), OC(CCCN(C#N)CCCCCC(C(=O)O)C)CCCCC (7-[N-(4-hydroxynonyl)-cyanamido]-2-methylheptanoic acid), Cl (hydrochloric acid), OO (hydrogen peroxide). Run in O (water), C(C)O (ethanol), O (water). The product is OC(CCCN(C(=O)N)CCCCCC(C(=O)O)C)CCCCC (7-[1-(4-hydroxynonyl)ureido]-2-methyl-heptanoic acid). As a reaction SMILES: [OH-:1].[Na+].[OH:3][CH:4]([CH2:21][CH2:22][CH2:23][CH2:24][CH3:25])[CH2:5][CH2:6][CH2:7][N:8]([CH2:11][CH2:12][CH2:13][CH2:14][CH2:15][CH:16]([CH3:20])[C:17]([OH:19])=[O:18])[C:9]#[N:10].OO.Cl>O.C(O)C>[OH:3][CH:4]([CH2:21][CH2:22][CH2:23][CH2:24][CH3:25])[CH2:5][CH2:6][CH2:7][N:8]([CH2:11][CH2:12][CH2:13][CH2:14][CH2:15][CH:16]([CH3:20])[C:17]([OH:19])=[O:18])[C:9]([NH2:10])=[O:1] |f:0.1|. Reported procedure: To a solution of sodium hydroxide (0.4 g., excess) in water (50 ml.) and ethanol (50 ml.) is added 7-[N-(4-hydroxynonyl)-cyanamido]-2-methylheptanoic acid (1.5 g., 0.005 mole). The clear solution that is obtained is treated with 30% hydrogen peroxide (1.25 ml., excess). After two hours the reaction is poured into water (125 ml.), acidified with 5% hydrochloric acid and extracted with ethyl acetate (3 × 75 ml.). The organic phase is washed with brine, then dried over sodium sulfate. Evaporation o... The reactants are NC1=NC=CC(=C1)Cl (2-amino-4-chloropyridine), CI (methyl iodide). Run at time 2 day. The product is [I-].NC1=[N+](C=CC(=C1)Cl)C (2-amino-4-chloro-1-methylpyridinium iodide). As a reaction SMILES: [NH2:1][C:2]1[CH:7]=[C:6]([Cl:8])[CH:5]=[CH:4][N:3]=1.[CH3:9][I:10]>>[I-:10].[NH2:1][C:2]1[CH:7]=[C:6]([Cl:8])[CH:5]=[CH:4][N+:3]=1[CH3:9] |f:2.3|. Procedure: The starting material was obtained by allowing a mixture of 2-amino-4-chloropyridine and excess methyl iodide (no solvent) to stand at ambient temperature for 2 days to give 2-amino-4-chloro-1-methylpyridinium iodide as a solid, n.m.r. in d6DMSO:-3.6(s, 3H); 6.6-6.7(m, 1H); 7.0(d, 1H); 7.9(d, 1H). Reaction SMILES: [Si:1]([O:8][CH2:9][C@H:10]1[O:14][C:13]([CH3:16])([CH3:15])[N:12]([C:17]([O:19][C:20]([CH3:23])([CH3:22])[CH3:21])=[O:18])[C@H:11]1[CH2:24][C:25]1[CH:30]=[CH:29][N:28]=[CH:27][CH:26]=1)([C:4]([CH3:7])([CH3:6])[CH3:5])([CH3:3])[CH3:2].[C:31](Cl)(=O)C.C[Mg]Br.C(C1C(=O)C(Cl)=C(Cl)C(=O)C=1C#N)#N>C1COCC1.C(OCC)(=O)C>[Si:1]([O:8][CH2:9][C@H:10]1[O:14][C:13]([CH3:16])([CH3:15])[N:12]([C:17]([O:19][C:20]([CH3:21])([CH3:22])[CH3:23])=[O:18])[C@H:11]1[CH2:24][C:25]1[CH:26]=[CH:27][N:28]=[C:29]([CH3:31])[CH:30]=1)([C:4]([CH3:5])([CH3:6])[CH3:7])([CH3:3])[CH3:2]. Solvent: C1CCOC1 (THF), C(C)(=O)OCC (ethyl acetate). The reactants are C(C)(=O)Cl (Acetyl chloride), C(#N)C1=C(C(=O)C(=C(C1=O)Cl)Cl)C#N (DDQ), [Si](C)(C)(C(C)(C)C)OC[C@@H]1[C@@H](N(C(O1)(C)C)C(=O)OC(C)(C)C)CC1=CC=NC=C1 ((4S,5S)-Tert-butyl 5-((tert-butyldimethylsilyloxy)methyl)-2,2-dimethyl-4-(pyridin-4-ylmethyl)oxazolidine-3-carboxylate), C[Mg]Br (METHYLMAGNESIUM BROMIDE). Product: [Si](C)(C)(C(C)(C)C)OC[C@@H]1[C@@H](N(C(O1)(C)C)C(=O)OC(C)(C)C)CC1=CC(=NC=C1)C ((4S,5S)-tert-butyl 5-((tert-butyldimethylsilyloxy)methyl)-2,2-dimethyl-4-((2-methylpyridin-4-yl)methyl)oxazolidine-3-carboxylate). Conditions: temperature 0 celsius, time 1 hour. Procedure details: (4S,5S)-Tert-butyl 5-((tert-butyldimethylsilyloxy)methyl)-2,2-dimethyl-4-(pyridin-4-ylmethyl)oxazolidine-3-carboxylate (0.150 g, 0.344 mmol) was dissolved in THF (3.5 mL) and cooled to 0° C. Acetyl chloride (0.0256 ml, 0.361 mmol) was added and the reaction was stirred 30 minutes before METHYLMAGNESIUM BROMIDE (0.294 ml, 0.412 mmol) was added. The reaction was stirred 1 hr. at 0° C. and then warmed to RT and quenched with saturated ammonium chloride and diluted with EtOAc and water. The layers w... Starting materials: [Al+3], C1CCOC1, Cn1ccc2c(C#N)cccc21, [H-], [H-], [H-], [H-], [Li+]. Reaction SMILES: [Al+3:14].[CH2:19]1[O:20][CH2:21][CH2:22][CH2:23]1.[CH3:1][n:2]1[cH:3][cH:4][c:5]2[c:6]([C:11]#[N:12])[cH:7][cH:8][cH:9][c:10]12.[H-:13].[H-:16].[H-:17].[H-:18].[Li+:15]>>[CH3:1][n:2]1[cH:3][cH:4][c:5]2[c:6]([CH2:11][NH2:12])[cH:7][cH:8][cH:9][c:10]12. Product: Cn1ccc2c(CN)cccc21. The reactants are FC(C1=NC(=NO1)C=1C=C(N)C=CC1)(F)F (3-(5-(trifluoromethyl)-1,2,4-oxadiazol-3-yl)aniline), C1(=CC=CC=C1)C=1N=C(SC1)N1CC(CC1)C(=O)O (1-(4-phenylthiazol-2-yl)pyrrolidine-3-carboxylic acid). Product: C1(=CC=CC=C1)C=1N=C(SC1)N1CC(CC1)C(=O)NC1=CC(=CC=C1)C1=NOC(=N1)C(F)(F)F (1-(4-Phenylthiazol-2-yl)-N-(3-(5-(trifluoromethyl)-1,2,4-oxadiazol-3-yl)phenyl)pyrrolidine-3-carboxamide). The yield is 28.0%. Reaction SMILES: [F:1][C:2]([F:16])([F:15])[C:3]1[O:7][N:6]=[C:5]([C:8]2[CH:9]=[C:10]([CH:12]=[CH:13][CH:14]=2)[NH2:11])[N:4]=1.[C:17]1([C:23]2[N:24]=[C:25]([N:28]3[CH2:32][CH2:31][CH:30]([C:33](O)=[O:34])[CH2:29]3)[S:26][CH:27]=2)[CH:22]=[CH:21][CH:20]=[CH:19][CH:18]=1>>[C:17]1([C:23]2[N:24]=[C:25]([N:28]3[CH2:32][CH2:31][CH:30]([C:33]([NH:11][C:10]4[CH:12]=[CH:13][CH:14]=[C:8]([C:5]5[N:4]=[C:3]([C:2]([F:15])([F:1])[F:16])[O:7][N:6]=5)[CH:9]=4)=[O:34])[CH2:29]3)[S:26][CH:27]=2)[CH:18]=[CH:19][CH:20]=[CH:21][CH:22]=1. Reported procedure: This compound was synthesized from 3-(5-(trifluoromethyl)-1,2,4-oxadiazol-3-yl)aniline and 1-(4-phenylthiazol-2-yl)pyrrolidine-3-carboxylic acid as described for example 37 step 3 (20 mg, yield 28%). 1H NMR (400 MHz, MeOD) δ 8.47 (t, J=1.8 Hz, 1H), 7.88-7.81 (m, 3H), 7.57-7.53 (t, J=7.9 Hz, 1H), 7.39-7.35 (m, 2H), 7.30-7.25 (m, 2H), 6.90 (s, 1H), 3.90-3.86 (m, 1H), 3.82-3.78 (m, 1H), 3.76-3.71 (m, 1H), 3.64-3.58 (m, 1H), 3.47-3.39 (m, 1H), 2.46-2.40 (m, 2H). MS (ESI) m/z: Calculated for C23H18F3... Starting materials: BrC1=CC=C(C=C1)S(=O)(=O)Cl (4-bromobenzensulfonyl chloride), N[C@H](CCSC)C(=O)O (D-methionine), N[C@@H](CC1=CNC2=CC=CC=C12)C(=O)O (L-tryptophan), C1CCC(CC1)[C@@H](C(=O)O)N (L-cyclohexylglycine), C1=CC(=CC=C1[C@H](C(=O)O)N)O (D-4-hydroxyphenylglycine). Product: BrC1=CC=C(C=C1)S(=O)(=O)N[C@H](CO)C1CCCCC1 (4-Bromo-N-[(1S)-1-cyclohexyl-2-hydroxyethyl]benzenesulfonamide). RXN SMILES: [Br:1][C:2]1[CH:7]=[CH:6][C:5]([S:8](Cl)(=[O:10])=[O:9])=[CH:4][CH:3]=1.[CH2:12]1[CH2:17][CH2:16][CH:15]([C@H:18]([NH2:22])[C:19](O)=[O:20])[CH2:14][CH2:13]1.C1C([C@@H](N)C(O)=O)=CC=C(O)C=1.N[C@@H](C(O)=O)CCSC.N[C@H](C(O)=O)CC1C2C(=CC=CC=2)NC=1>>[Br:1][C:2]1[CH:7]=[CH:6][C:5]([S:8]([NH:22][C@@H:18]([CH:15]2[CH2:16][CH2:17][CH2:12][CH2:13][CH2:14]2)[CH2:19][OH:20])(=[O:10])=[O:9])=[CH:4][CH:3]=1. Procedure details: The following compounds (Examples 16–19, Table 3) were prepared using 4-bromobenzensulfonyl chloride with L-cyclohexylglycine, D-4-hydroxyphenylglycine, D-methionine, and L-tryptophan and following the procedure outlined in Example 16.